Dataset: the Open Reaction Database (ORD), a public repository of structured organic reaction records. Task: describe an organic reaction: reactants, conditions, products, and yield Reactants: C1COCCN1, CCO, COc1ccc(Nc2nc(Cl)ncc2I)cn1, O. Yields the product COc1ccc(Nc2nc(N3CCOCC3)ncc2I)cn1. Reaction SMILES: [CH2:18]1[CH2:19][O:20][CH2:21][CH2:22][NH:23]1.[CH3:24][CH2:25][OH:26].[Cl:1][c:2]1[n:3][cH:4][c:5]([I:17])[c:6]([NH:8][c:9]2[cH:10][n:11][c:12]([O:15][CH3:16])[cH:13][cH:14]2)[n:7]1.[OH2:27]>>[c:2]1([N:23]2[CH2:18][CH2:19][O:20][CH2:21][CH2:22]2)[n:3][cH:4][c:5]([I:17])[c:6]([NH:8][c:9]2[cH:10][n:11][c:12]([O:15][CH3:16])[cH:13][cH:14]2)[n:7]1. The reactants are O1OOCCC1 (trioxane), FC(OC1=CC=CC=C1)(F)F (trifluoromethoxybenzene), Cl (hydrogen chloride). The reagents and catalysts are [Cl-].[Zn+2].[Cl-] (zinc chloride). Product: FC(OC1=CC=C(CCl)C=C1)(F)F (4-Trifluoromethoxybenzyl chloride). Reaction SMILES: O1CC[CH2:4]OO1.[F:7][C:8]([F:17])([F:16])[O:9][C:10]1[CH:15]=[CH:14][CH:13]=[CH:12][CH:11]=1.[ClH:18]>[Cl-].[Zn+2].[Cl-]>[F:7][C:8]([F:16])([F:17])[O:9][C:10]1[CH:15]=[CH:14][C:13]([CH2:4][Cl:18])=[CH:12][CH:11]=1 |f:3.4.5|. Reported procedure: A mixture of trioxane (355 mg), zinc chloride (340 mg) and trifluoromethoxybenzene (600 mg) is heated at 73° C. while hydrogen chloride gas is bubbled through the reaction mixture. The reaction is cooled to room temperature and diluted with ether. The organic phase is washed with saturated sodium carbonate solution and water. Removal of the solvents gives the product as a colorless liquid (1.42 g). Starting materials: C1(=CC=CC=C1)C=1NC(=C(N1)C1=CC=CC=C1)C1=CC=CC=C1 (2,4,5-triphenylimidazole), BrCCCCCCCC(=O)OCC (ethyl 8-bromooctanoate), C([O-])([O-])=O.[K+].[K+] (potassium carbonate). Run in CC(CC)=O (butanone). Yields the product C(C)OC(CCCCCCN1C(=NC(=C1C1=CC=CC=C1)C1=CC=CC=C1)C1=CC=CC=C1)=C=O (1-(7-ethoxy-carbonyl-heptyl)-2,4,5-triphenylimidazole). The yield is 48.5%. RXN SMILES: [C:1]1([C:7]2[NH:8][C:9]([C:18]3[CH:23]=[CH:22][CH:21]=[CH:20][CH:19]=3)=[C:10]([C:12]3[CH:17]=[CH:16][CH:15]=[CH:14][CH:13]=3)[N:11]=2)[CH:6]=[CH:5][CH:4]=[CH:3][CH:2]=1.BrC[CH2:26][CH2:27][CH2:28][CH2:29][CH2:30][CH2:31][C:32]([O:34][CH2:35][CH3:36])=O.[C:37](=O)([O-])[O-:38].[K+].[K+]>CC(=O)CC>[CH2:35]([O:34][C:32](=[C:37]=[O:38])[CH2:31][CH2:30][CH2:29][CH2:28][CH2:27][CH2:26][N:11]1[C:10]([C:12]2[CH:17]=[CH:16][CH:15]=[CH:14][CH:13]=2)=[C:9]([C:18]2[CH:19]=[CH:20][CH:21]=[CH:22][CH:23]=2)[N:8]=[C:7]1[C:1]1[CH:6]=[CH:5][CH:4]=[CH:3][CH:2]=1)[CH3:36] |f:2.3.4|. Procedure details: A mixture of 2,4,5-triphenylimidazole (11 g), ethyl 8-bromooctanoate (18.64 g), anhydrous potassium carbonate (51.3 g) and dry butanone (350 ml) was heated at reflux for 26 h. The cooled reaction mixture was filtered to remove inorganics and the filtrate was evaporated to dryness in vacuo. The residue was stirred in hexane and unreacted 2,4,5-triphenylimidazole was collected by filtration (3.1 g). The filtrate was cooled and a white precipitate was collected. Recrystallisation from hexane gave 1... Reaction SMILES: [C:1]([C:3]1[C:4]([C:17]([F:20])([F:19])[F:18])=[C:5]2[C:9](=[CH:10][CH:11]=1)[N:8]([CH2:12][C:13](=[NH:16])[NH:14][OH:15])[CH:7]=[CH:6]2)#[N:2].[Cl:21][C:22]1[CH:23]=[CH:24][C:25]([F:31])=[C:26]([CH:30]=1)[C:27](O)=O>>[Cl:21][C:22]1[CH:23]=[CH:24][C:25]([F:31])=[C:26]([C:27]2[O:15][N:14]=[C:13]([CH2:12][N:8]3[C:9]4[C:5](=[C:4]([C:17]([F:19])([F:20])[F:18])[C:3]([C:1]#[N:2])=[CH:11][CH:10]=4)[CH:6]=[CH:7]3)[N:16]=2)[CH:30]=1. Yields the product ClC=1C=CC(=C(C1)C1=NC(=NO1)CN1C=CC2=C(C(=CC=C12)C#N)C(F)(F)F)F (1-{[5-(5-Chloro-2-fluorophenyl)-1,2,4-oxadiazol-3-yl]methyl}-4-(trifluoromethyl)-1H-indole-5-carbonitrile). Reactants: C(#N)C=1C(=C2C=CN(C2=CC1)CC(NO)=N)C(F)(F)F (2-[5-cyano-4-(trifluoromethyl)-1H-indol-1-yl]-N-hydroxyethanimidamide), ClC=1C=CC(=C(C(=O)O)C1)F (5-chloro-2-fluorobenzoic acid). Procedure details: Synthesized as described in Example 241 from 2-[5-cyano-4-(trifluoromethyl)-1H-indol-1-yl]-N-hydroxyethanimidamide and 5-chloro-2-fluorobenzoic acid: MS (APCl) m/z 421 (M+1).